describe an organic reaction: reactants, conditions, products, and yield From a dataset of the Open Reaction Database (ORD), a public repository of structured organic reaction records. Starting materials: FC=1C=C(C(C(=O)O)=CC1F)C(=O)N (4,5-difluorophthalamic acid). The solvent is C1(=CC=CC=C1)C (toluene). The product is FC=1C=C2C(C(=O)NC2=O)=CC1F (4,5-difluorophthalimide). RXN SMILES: [F:1][C:2]1[CH:3]=[C:4]([C:12]([NH2:14])=[O:13])[C:5](=[CH:9][C:10]=1[F:11])[C:6]([OH:8])=O>C1(C)C=CC=CC=1>[F:11][C:10]1[CH:9]=[C:5]2[C:6](=[O:8])[NH:14][C:12](=[O:13])[C:4]2=[CH:3][C:2]=1[F:1]. Procedure: One part of the 4,5-difluorophthalamic acid was heated to 170° C. for a period of 30 minutes, then cooled, dissolved in toluene and crystallized therefrom. The crystalline product was separated by filtration to yield 0.56 parts of 4,5-difluorophthalimide, having a melting range of 154°-156° C. The structure was confirmed by C13 nuclear magnetic resonance analysis.